From a dataset of the Open Reaction Database (ORD), a public repository of structured organic reaction records. describe an organic reaction: reactants, conditions, products, and yield Starting materials: CC1=NN(C(=N1)C=1N=C2C3=CC=C(C=C3OCCN2C1)C=1C=NN(C1C1CNCCC1)C)C(C)C (4-[3-methyl-1-(propan-2-yl)-1H-1,2,4-triazol-5-yl]-12-[1-methyl-5-(piperidin-3-yl)-1H-pyrazol-4-yl]-9-oxa-3,6-diazatricyclo[8.4.0.02,6]tetradeca1 (14),2,4,10,12-pentaene), O1CCC(CC1)=O (tetrahydropyran-4-one). The reagents and catalysts are Ti(O-iPr)4. The solvent is CCO (EtOH). Conditions: time 18 hour. Product: C(C)(C)N1N=C(N=C1C=1N=C2N(CCOC3=C2C=CC(=C3)C=3C=NN(C3C3CN(CCC3)C3COC3)C)C1)C (2-(1-isopropyl-3-methyl-1H-1,2,4-triazol-5-yl)-9-(1-methyl-5-(1-(oxetan-3-yl)piperidin-3-yl)-1H-pyrazol-4-yl)-5,6-dihydrobenzo[f]imidazo[1,2-d][1,4]oxazepine). Isolated yield 17.8%. As a reaction SMILES: [CH3:1][C:2]1[N:6]=[C:5]([C:7]2[N:8]=[C:9]3[N:19]([CH:20]=2)[CH2:18][CH2:17][O:16][C:15]2[C:10]3=[CH:11][CH:12]=[C:13]([C:21]3[CH:22]=[N:23][N:24]([CH3:32])[C:25]=3[CH:26]3[CH2:31][CH2:30][CH2:29][NH:28][CH2:27]3)[CH:14]=2)[N:4]([CH:33]([CH3:35])[CH3:34])[N:3]=1.O1[CH2:41][CH2:40][C:39](=[O:42])CC1>CCO>[CH:33]([N:4]1[C:5]([C:7]2[N:8]=[C:9]3[C:10]4[CH:11]=[CH:12][C:13]([C:21]5[CH:22]=[N:23][N:24]([CH3:32])[C:25]=5[CH:26]5[CH2:31][CH2:30][CH2:29][N:28]([CH:40]6[CH2:39][O:42][CH2:41]6)[CH2:27]5)=[CH:14][C:15]=4[O:16][CH2:17][CH2:18][N:19]3[CH:20]=2)=[N:6][C:2]([CH3:1])=[N:3]1)([CH3:35])[CH3:34]. Procedure details: A mixture of 4-[3-methyl-1-(propan-2-yl)-1H-1,2,4-triazol-5-yl]-12-[1-methyl-5-(piperidin-3-yl)-1H-pyrazol-4-yl]-9-oxa-3,6-diazatricyclo[8.4.0.02,6]tetradeca1 (14),2,4,10,12-pentaene (80 mg, 0.17 mmol), tetrahydropyran-4-one (25 mg, 0.25 mmol) and Ti(O-iPr)4 (2 drops) in EtOH (20 mL) was stirred at room temperature for 18 h. After concentration, the residue was purified by prep-HPLC (Gilson GX 281, Shim-pack PRC-ODS 250 mm×20 mm×2, gradient: CH3CN/10 mm/L NH4HCO3, 17 min) to give 213 (16 mg, 18%... Reactants: C(C)OC(C(C)C1=CC=C(C=C1)N)=O (2-(4-amino-phenyl)-propionic acid ethyl ester), [H-].[Al+3].[Li+].[H-].[H-].[H-] (lithiumaluminium hydride). The solvent is O1CCCC1 (tetrahydrofurane). Run at time 14 hour. The product is NC1=CC=C(C=C1)C(CO)C (2-(4-aminophenyl)1-propanol). Yield: 99.1%. RXN SMILES: C([O:3][C:4](=O)[CH:5]([C:7]1[CH:12]=[CH:11][C:10]([NH2:13])=[CH:9][CH:8]=1)[CH3:6])C.[H-].[Al+3].[Li+].[H-].[H-].[H-]>O1CCCC1>[NH2:13][C:10]1[CH:9]=[CH:8][C:7]([CH:5]([CH3:6])[CH2:4][OH:3])=[CH:12][CH:11]=1 |f:1.2.3.4.5.6|. Procedure: To a stirred solution of 2-(4-amino-phenyl)-propionic acid ethyl ester (5.0 g, 25.9 mmol, Takahashi, I. et al., Heterocycles 1996, 43, 2343–2346.) in tetrahydrofurane (200 ml) was slowly added lithiumaluminium hydride (1.96 g, 51.8 mmol), and the mixture was stirred at room temperature for 14 h. The reaction mixture was quenched with 25% ammonia solution (50 ml) under ice-bath cooling. The resulting precipitate was filtered off, and the filtrate concentrated under reduced pressure to afford 3.88... As a reaction SMILES: Br[C:2]1[CH:3]=[CH:4][C:5]([N:10]2[CH:14]=[C:13]([CH3:15])[N:12]=[CH:11]2)=[C:6]([CH:9]=1)[C:7]#[N:8].[Cl:16][C:17]1[CH:22]=[CH:21][C:20]([C:23]2[CH:28]=[CH:27][N:26]=[C:25]([NH2:29])[N:24]=2)=[CH:19][CH:18]=1>>[Cl:16][C:17]1[CH:18]=[CH:19][C:20]([C:23]2[CH:28]=[CH:27][N:26]=[C:25]([NH:29][C:2]3[CH:3]=[CH:4][C:5]([N:10]4[CH:14]=[C:13]([CH3:15])[N:12]=[CH:11]4)=[C:6]([CH:9]=3)[C:7]#[N:8])[N:24]=2)=[CH:21][CH:22]=1. Isolated yield 35.0%. Reported procedure: Prepared in analogy to example 112b) from 5-bromo-2-(4-methyl-imidazol-1-yl)-benzonitrile and 4-(4-chloro-phenyl)-pyrimidin-2-ylamine. The title compound was obtained as a colorless solid (Yield=35%). MS ISP (m/e): 387.2 (100) [(M+H)+]. 1H NMR (DMSO-D6, 300 MHz): δ (ppm)=10.31 (s, 1H), 8.69 (d, 1H), 8.47 (s, 1H), 8.25-8.15 (m, 3H), 7.97 (s, 1H), 7.55-7.50 (m, 3H), 7.57 (d, 1H), 7.29 (s, 1H), 2.20 (s, 3H). Starting materials: BrC=1C=CC(=C(C#N)C1)N1C=NC(=C1)C (5-bromo-2-(4-methyl-imidazol-1-yl)-benzonitrile), ClC1=CC=C(C=C1)C1=NC(=NC=C1)N (4-(4-chloro-phenyl)-pyrimidin-2-ylamine). Product: ClC1=CC=C(C=C1)C1=NC(=NC=C1)NC=1C=CC(=C(C#N)C1)N1C=NC(=C1)C (5-[4-(4-Chloro-phenyl)-pyrimidin-2-ylamino]-2-(4-methyl-imidazol-1-yl)-benzonitrile), solid. Reactants: C(=C)OC(=O)N1CCC(CC1)\C=C\C1=C(C=CC=C1)OCC1CCCCC1 (1-(vinyloxycarbonyl)-4-[(E)-2-[(2-cyclohexylmethyloxy)phenyl]-1-ethenyl]piperidine), Cl.CO (hydrogen chloride methanol). Conditions: time 20 minute. The product is C1(CCCCC1)COC1=C(C=CC=C1)/C=C/C1CCNCC1 (4-[(E)-2-[2-(Cyclohexylmethyloxy)phenyl]-1-ethenyl]piperidine). Yield: 94.8%. Reaction SMILES: C(OC([N:6]1[CH2:11][CH2:10][CH:9](/[CH:12]=[CH:13]/[C:14]2[CH:19]=[CH:18][CH:17]=[CH:16][C:15]=2[O:20][CH2:21][CH:22]2[CH2:27][CH2:26][CH2:25][CH2:24][CH2:23]2)[CH2:8][CH2:7]1)=O)=C.Cl.CO>>[CH:22]1([CH2:21][O:20][C:15]2[CH:16]=[CH:17][CH:18]=[CH:19][C:14]=2/[CH:13]=[CH:12]/[CH:9]2[CH2:10][CH2:11][NH:6][CH2:7][CH2:8]2)[CH2:23][CH2:24][CH2:25][CH2:26][CH2:27]1 |f:1.2|. Reported procedure: 2.026 g of 1-(vinyloxycarbonyl)-4-[(E)-2-[(2-cyclohexylmethyloxy)phenyl]-1-ethenyl]piperidine was suspended in 20 ml of a 10% hydrogen chloride-methanol solution, and the mixture was stirred for 20 minutes under ice-cooling. After stirring for 15 minutes at room temperature, the mixture was heated under reflux for one hour 10 minutes. The solvent was evaporated, and to the residue was added an aqueous saturated sodium bicarbonate. The mixture was extracted with ethyl acetate. The organic layer w...